This data is from the Open Reaction Database (ORD), a public repository of structured organic reaction records. The task is: describe an organic reaction: reactants, conditions, products, and yield The reactants are C12C(CC(C(CC1)C2)=O)=O (bicyclo[3.2.1]octane-2,4-dione), [N+](=O)([O-])C1=C(C(=O)Cl)C=CC(=C1)S(=O)(=O)C (2-nitro-4-methylsulfonylbenzoyl chloride). Run in ClCCl (dichloromethane), ClCCl (dichloromethane). The product is [N+](=O)([O-])C1=C(C(=O)C2C(C3CCC(C2=O)C3)=O)C=CC(=C1)S(=O)(=O)C (3-(2-Nitro-4-methylsulfonylbenzoyl)bicyclo[3.2.1]octane-2,4-dione). RXN SMILES: [CH:1]12[CH2:8][CH:5]([CH2:6][CH2:7]1)[C:4](=[O:9])[CH2:3][C:2]2=[O:10].[N+:11]([C:14]1[CH:22]=[C:21]([S:23]([CH3:26])(=[O:25])=[O:24])[CH:20]=[CH:19][C:15]=1[C:16](Cl)=[O:17])([O-:13])=[O:12]>ClCCl>[N+:11]([C:14]1[CH:22]=[C:21]([S:23]([CH3:26])(=[O:25])=[O:24])[CH:20]=[CH:19][C:15]=1[C:16]([CH:3]1[C:4](=[O:9])[CH:5]2[CH2:8][CH:1]([CH2:7][CH2:6]2)[C:2]1=[O:10])=[O:17])([O-:13])=[O:12]. Procedure details: To a solution of 10 g of bicyclo[3.2.1]octane-2,4-dione in 100 ml of dichloromethane was added dropwise 70 ml of a dichloromethane solution having dissolved therein 19.1 g of 2-nitro-4-methylsulfonylbenzoyl chloride while ice cooling. Starting materials: Cc1cc(C)c(S(=O)(=O)Cl)c(C)c1, CCN(C(C)C)C(C)C, Nc1ccc2nc(-c3c(Cl)cccc3Cl)[nH]c2c1, C1COCCO1. Yields the product Cc1cc(C)c(S(=O)(=O)Nc2ccc3nc(-c4c(Cl)cccc4Cl)[nH]c3c2)c(C)c1. As a reaction SMILES: [CH3:28][c:29]1[c:30]([S:37](=[O:38])(=[O:39])[Cl:40])[c:31]([CH3:36])[cH:32][c:33]([CH3:35])[cH:34]1.[CH:19]([N:20]([CH2:21][CH3:22])[CH:23]([CH3:24])[CH3:25])([CH3:26])[CH3:27].[Cl:1][c:2]1[c:3](-[c:9]2[nH:10][c:11]3[c:12]([n:13]2)[cH:14][cH:15][c:16]([NH2:18])[cH:17]3)[c:4]([Cl:8])[cH:5][cH:6][cH:7]1.[O:41]1[CH2:42][CH2:43][O:44][CH2:45][CH2:46]1>>[Cl:1][c:2]1[c:3](-[c:9]2[nH:10][c:11]3[c:12]([n:13]2)[cH:14][cH:15][c:16]([NH:18][S:37]([c:30]2[c:29]([CH3:28])[cH:34][c:33]([CH3:35])[cH:32][c:31]2[CH3:36])(=[O:38])=[O:39])[cH:17]3)[c:4]([Cl:8])[cH:5][cH:6][cH:7]1. Reactants: CCOC(C(=O)NCc1ccc(C#N)cc1O)c1c(F)cc(OC)cc1F, O=C([O-])[O-], [Cs+], [Cs+], NC(=O)CI, CN(C)C=O. Product: CCOC(C(=O)NCc1ccc(C#N)cc1OCC(N)=O)c1c(F)cc(OC)cc1F. Reaction SMILES: [C:1](#[N:2])[c:3]1[cH:4][c:5]([OH:27])[c:6]([CH2:7][NH:8][C:9]([CH:10]([O:11][CH2:12][CH3:13])[c:14]2[c:15]([F:23])[cH:16][c:17]([O:21][CH3:22])[cH:18][c:19]2[F:20])=[O:24])[cH:25][cH:26]1.[C:28](=[O:29])([O-:30])[O-:31].[Cs+:32].[Cs+:38].[I:33][CH2:34][C:35](=[O:36])[NH2:37].[O:39]=[CH:40][N:41]([CH3:42])[CH3:43]>>[C:1](#[N:2])[c:3]1[cH:4][c:5]([O:27][CH2:34][C:35](=[O:36])[NH2:37])[c:6]([CH2:7][NH:8][C:9]([CH:10]([O:11][CH2:12][CH3:13])[c:14]2[c:15]([F:23])[cH:16][c:17]([O:21][CH3:22])[cH:18][c:19]2[F:20])=[O:24])[cH:25][cH:26]1. Reactants: Cl, COC(=O)C1CCN(C(=O)N2CCN(c3ccncc3)CC2)CC1. Yields the product O=C(O)C1CCN(C(=O)N2CCN(c3ccncc3)CC2)CC1. Reaction SMILES: [ClH:25].[n:1]1[cH:2][cH:3][c:4]([N:7]2[CH2:8][CH2:9][N:10]([C:13](=[O:14])[N:15]3[CH2:16][CH2:17][CH:18]([C:21](=[O:22])[O:23][CH3:24])[CH2:19][CH2:20]3)[CH2:11][CH2:12]2)[cH:5][cH:6]1>>[n:1]1[cH:2][cH:3][c:4]([N:7]2[CH2:8][CH2:9][N:10]([C:13](=[O:14])[N:15]3[CH2:16][CH2:17][CH:18]([C:21](=[O:22])[OH:23])[CH2:19][CH2:20]3)[CH2:11][CH2:12]2)[cH:5][cH:6]1. Procedure details: A solution of diazomethane (approximately 2.5 g., 0.06 mole) in ether (100 ml.) is mixed with a solution of 4-(4-acetyl-8-hydroxytridecyl)benzoic acid (10.8 g., 0.03 mole) in ether (50 ml.). The resulting solution is allowed to stand 4 hours at room temperature. Acetic acid is then added to destroy the excess diazomethane and the solution is washed with dilute sodium bicarbonate solution and water and dried over sodium sulfate. Evaporation of volatile materials at reduced pressure yields methyl ... The reactants are C(C)(=O)O (Acetic acid), [N+](=[N-])=C (diazomethane), C(C)(=O)C(CCCC1=CC=C(C(=O)O)C=C1)CCCC(CCCCC)O (4-(4-acetyl-8-hydroxytridecyl)benzoic acid). The product is C(C)(=O)C(CCCC1=CC=C(C(=O)OC)C=C1)CCCC(CCCCC)O (methyl 4-(4-acetyl-8-hydroxytridecyl)benzoate). As a reaction SMILES: [N+](=C)=[N-].[C:4]([CH:7]([CH2:20][CH2:21][CH2:22][CH:23]([OH:29])[CH2:24][CH2:25][CH2:26][CH2:27][CH3:28])[CH2:8][CH2:9][CH2:10][C:11]1[CH:19]=[CH:18][C:14]([C:15]([OH:17])=[O:16])=[CH:13][CH:12]=1)(=[O:6])[CH3:5].[C:30](O)(=O)C>CCOCC>[C:4]([CH:7]([CH2:20][CH2:21][CH2:22][CH:23]([OH:29])[CH2:24][CH2:25][CH2:26][CH2:27][CH3:28])[CH2:8][CH2:9][CH2:10][C:11]1[CH:12]=[CH:13][C:14]([C:15]([O:17][CH3:30])=[O:16])=[CH:18][CH:19]=1)(=[O:6])[CH3:5]. Solvent: CCOCC (ether), CCOCC (ether). Run at time 4 hour. Reaction SMILES: [CH2:13]([CH3:14])[O:15][C:16]([NH:17][NH2:18])=[O:19].[CH3:20][CH2:21][OH:22].[n:1]1[cH:2][cH:3][c:4]([CH:11]=[O:12])[c:5]2[cH:6][cH:7][cH:8][cH:9][c:10]12>>[n:1]1[cH:2][cH:3][c:4]([CH:11]=[N:18][NH:17][C:16]([O:15][CH2:13][CH3:14])=[O:19])[c:5]2[cH:6][cH:7][cH:8][cH:9][c:10]12. The product is CCOC(=O)NN=Cc1ccnc2ccccc12. Reactants: CCOC(=O)NN, CCO, O=Cc1ccnc2ccccc12.